Dataset: the Open Reaction Database (ORD), a public repository of structured organic reaction records. Task: describe an organic reaction: reactants, conditions, products, and yield The product is O=C([O-])C12CC[N+](Cc3ccc4c(c3)Nc3nccnc3S4)(CC1)CC2. Reactants: CN(C(=O)C(F)(F)F)[Si](C)(C)C, CC#N, ClCc1ccc2c(c1)Nc1nccnc1S2, O=C(O)C12CCN(CC1)CC2. As a reaction SMILES: [CH3:12][N:13]([Si:14]([CH3:15])([CH3:16])[CH3:17])[C:18](=[O:19])[C:20]([F:21])([F:22])[F:23].[CH3:40][C:41]#[N:42].[Cl:24][CH2:25][c:26]1[cH:27][cH:28][c:29]2[c:30]([cH:39]1)[NH:31][c:32]1[c:33]([n:35][cH:36][cH:37][n:38]1)[S:34]2.[N:1]12[CH2:2][CH2:3][C:4]([C:9](=[O:10])[OH:11])([CH2:5][CH2:6]1)[CH2:7][CH2:8]2>>[N+:1]12([CH2:25][c:26]3[cH:27][cH:28][c:29]4[c:30]([cH:39]3)[NH:31][c:32]3[c:33]([n:35][cH:36][cH:37][n:38]3)[S:34]4)[CH2:2][CH2:3][C:4]([C:9](=[O:10])[O-:11])([CH2:5][CH2:6]1)[CH2:7][CH2:8]2. Reactants: CC(C)([O-])C.[K+] (potassium tert.-butoxide), C(C)OC(=O)C(C(=O)[O-])(C(CC1=CC(=CC=C1)OC)(C)NCC)C (2-ethoxycarbonyl-ethylamino-4-(3-methoxyphenyl)-dimethylbutanoate), C1(=CC=CC=C1)C (toluene), C(C)O (ethanol). Conditions: temperature 70 celsius. Yields the product C(=O)(OCC)C1C(C(C(N(C1)C)C1=CC(=CC=C1)OC)(C)C)=O (5-carbethoxy-3,3-dimethyl-2-(3-methoxyphenyl)-methyl-4-piperidone). As a reaction SMILES: [CH2:1]([O:3][C:4]([C:6](C)([C:10]([NH:21][CH2:22]C)(C)CC1C=CC=C(OC)C=1)[C:7]([O-:9])=O)=[O:5])[CH3:2].[CH3:25][C:26]([CH3:29])([O-])C.[K+].[CH2:31]([OH:33])C.[C:34]1([CH3:40])[CH:39]=[CH:38][CH:37]=[CH:36][CH:35]=1>>[C:4]([CH:6]1[CH2:10][N:21]([CH3:22])[CH:40]([C:34]2[CH:39]=[CH:38][CH:37]=[C:36]([O:33][CH3:31])[CH:35]=2)[C:26]([CH3:29])([CH3:25])[C:7]1=[O:9])([O:3][CH2:1][CH3:2])=[O:5] |f:1.2|. Procedure: 469.2 g (1.3 mol) of ethyl 3-(2-ethoxycarbonylethyl)amino-4-(3-methoxyphenyl)-2-dimethylbutanoate (5) [R2 =m-CH3O] are dissolved in 7.8 liters of toluene and first about 100 ml of a solvent/water mixture are distilled off. The residue is allowed to cool to about 70° C., mixed with 158.3 g (1.4 mol) of potassium tert.-butoxide and heated to 105° C. for 40 minutes, whilst the ethanol formed is distilled off. It is then cooled to 5 C and mixed with 1.2 liters of ice water and 280 ml of conc. hydroc... Reactants: CC(=O)c1ccc(C(F)(F)F)cc1NS(=O)(=O)C(F)(F)F, CC(=O)[O-], C=CCON, CCO, Cl, [Na+]. Yields the product C=CCON=C(C)c1ccc(C(F)(F)F)cc1NS(=O)(=O)C(F)(F)F. As a reaction SMILES: [C:1]([CH3:2])(=[O:3])[c:4]1[c:5]([NH:14][S:15](=[O:16])(=[O:17])[C:18]([F:19])([F:20])[F:21])[cH:6][c:7]([C:10]([F:11])([F:12])[F:13])[cH:8][cH:9]1.[C:28]([O-:29])(=[O:30])[CH3:31].[CH2:23]([CH:24]=[CH2:25])[O:26][NH2:27].[CH3:33][CH2:34][OH:35].[ClH:22].[Na+:32]>>[C:1]([CH3:2])([c:4]1[c:5]([NH:14][S:15](=[O:16])(=[O:17])[C:18]([F:19])([F:20])[F:21])[cH:6][c:7]([C:10]([F:11])([F:12])[F:13])[cH:8][cH:9]1)=[N:27][O:26][CH2:23][CH:24]=[CH2:25]. Reactants: Cl (hydrochloric acid), FC(C(C)N(C(OCC)=O)C)(F)F (ethyl N-(2,2,2-trifluoro-1-methylethyl)-N-methylcarbamate), C(C)O (ethanol), [OH-].[K+] (potassium hydroxide). Run in O (water), O (water). Reaction conditions: temperature 40 celsius, time 66 hour. The product is Cl.FC(C(C)NC)(F)F (N-(2,2,2-trifluoro-1-methylethyl)-N-methylamine hydrochloride). RXN SMILES: [F:1][C:2]([F:13])([F:12])[CH:3]([N:5](C)[C:6](=O)OCC)[CH3:4].C(O)C.[OH-].[K+].[ClH:19]>O>[ClH:19].[F:1][C:2]([F:13])([F:12])[CH:3]([NH:5][CH3:6])[CH3:4] |f:2.3,6.7|. Reported procedure: A mixture of 1000 mg of ethyl N-(2,2,2-trifluoro-1-methylethyl)-N-methylcarbamate, 20 ml of ethanol and 20 ml of water is admixed with 1070 mg of powdered potassium hydroxide and the mixture is stirred at 40° C. for 66 hours. The reaction mixture is then diluted with water and extracted with three times 20 ml of a mixture consisting of equal parts of methylene chloride and diethyl ether. The combined organic phases are dried over sodium sulphate and then concentrated under slightly reduced press... Reactants: C(C1=CC=CC=C1)(=O)NC=1SC[C@H]2[C@@](N1)(CN(C2)C(=O)OCC2=CC=CC=C2)C=2SC=CC2 (benzyl (4aR,7aR)-2-benzamido-7a-(2-thienyl)-4,4a,5,7-tetrahydropyrrolo[3,4-d][1,3]thiazine-6-carboxylate), I[Si](C)(C)C (iodotrimethylsilane). Run in C(C)#N (acetonitrile). Reaction conditions: time 1 hour. Yields the product S1C(=CC=C1)[C@@]12N=C(SC[C@@H]1CNC2)NC(C2=CC=CC=C2)=O (N-[(4aR,7aR)-7a-(2-Thienyl)-4a,5,6,7-tetrahydro-4H-pyrrolo[3,4-d][1,3]thiazin-2-yl]benzamide). The yield is 78.5%. As a reaction SMILES: [C:1]([NH:9][C:10]1[S:11][CH2:12][C@@H:13]2[CH2:18][N:17](C(OCC3C=CC=CC=3)=O)[CH2:16][C@:14]2([C:29]2[S:30][CH:31]=[CH:32][CH:33]=2)[N:15]=1)(=[O:8])[C:2]1[CH:7]=[CH:6][CH:5]=[CH:4][CH:3]=1.I[Si](C)(C)C>C(#N)C>[S:30]1[CH:31]=[CH:32][CH:33]=[C:29]1[C@:14]12[CH2:16][NH:17][CH2:18][C@H:13]1[CH2:12][S:11][C:10]([NH:9][C:1](=[O:8])[C:2]1[CH:3]=[CH:4][CH:5]=[CH:6][CH:7]=1)=[N:15]2. Procedure details: A solution of benzyl (4aR,7aR)-2-benzamido-7a-(2-thienyl)-4,4a,5,7-tetrahydropyrrolo[3,4-d][1,3]thiazine-6-carboxylate (14 g, 29.3 mmol) in acetonitrile (210 mL) is treated with iodotrimethylsilane (7.53 mL, 52.7 mmol) at room temperature. The solution is stirred for 1 hour and the solvent is evaporated. The residue is quenched with 1 M hydrochloric acid and ethyl acetate and the resulting mixture is filtered through diatomaceous earth. The aqueous layer is separated, neutralized with 50% w/w aq...